Dataset: the Open Reaction Database (ORD), a public repository of structured organic reaction records. Task: describe an organic reaction: reactants, conditions, products, and yield The reactants are BrC=1C(=NC(=NC1)Cl)Cl (5-bromo-2,4-dichloropyrimidine), C(C)(C)[Mg]Cl (i-PrMgCl), BrC=1C=C(C=O)C=CC1 (3-bromobenzaldehyde). The solvent is C1CCOC1 (THF). Reaction conditions: time 1 hour. Product: BrC=1C=C(C=CC1)C(O)C=1C(=NC(=NC1)Cl)Cl ((3-bromo-phenyl)-(2,4-dichloro-pyrimidin-5-yl)-methanol). RXN SMILES: Br[C:2]1[C:3]([Cl:9])=[N:4][C:5]([Cl:8])=[N:6][CH:7]=1.C([Mg]Cl)(C)C.[Br:15][C:16]1[CH:17]=[C:18]([CH:21]=[CH:22][CH:23]=1)[CH:19]=[O:20]>C1COCC1>[Br:15][C:16]1[CH:17]=[C:18]([CH:19]([C:2]2[C:3]([Cl:9])=[N:4][C:5]([Cl:8])=[N:6][CH:7]=2)[OH:20])[CH:21]=[CH:22][CH:23]=1. Procedure details: To the solution of 5-bromo-2,4-dichloropyrimidine (22.8 g, 0.10 mol) in dry THF (150 mL), i-PrMgCl (50 mL, 0.10 mol, 2M in THF) was added dropwise at −35° C. under N2 atmosphere. After addition, the mixture was stirred for another one hour. Then 3-bromobenzaldehyde (18.5 g, 0.10 mol) was added in one portion. The resulting mixture was stirred for another two hours at −35° C. The reaction was quenched by water (10 mL), and filtered. The filtrate was extracted with ethyl acetate (3×300 mL). The co...